The task is: describe an organic reaction: reactants, conditions, products, and yield. This data is from the Open Reaction Database (ORD), a public repository of structured organic reaction records. Starting materials: C(C)(=O)C1=CC2=C(CCCC3C2=NN(C(C3)=O)C3=CC=C(C=C3)Cl)S1 (9-acetyl-2-(4-chlorophenyl)-2,4,4a,5,6,7-hexahydro-3H-thieno-[2',3':6,7]cyclohepta[1,2-c]pyridazin-3-one), CS(=O)C (dimethylsulfoxide), S(=O)(O)[O-].[Na+] (sodium hydrogensulfite). Solvent: Br.C(C)(=O)O (hydrogen bromide acetic acid). Product: C(C)(=O)C1=CC2=C(CCCC=3C2=NN(C(C3)=O)C3=CC=C(C=C3)Cl)S1 (9-acetyl-2-(4-chlorophenyl)-2,5,6,7-tetrahydro-3H-thieno-[2',3':6,7]cyclohepta[1,2-c]pyridazin-3-one). Isolated yield 33.5%. As a reaction SMILES: [C:1]([C:4]1[S:25][C:7]2[CH2:8][CH2:9][CH2:10][CH:11]3[CH2:16][C:15](=[O:17])[N:14]([C:18]4[CH:23]=[CH:22][C:21]([Cl:24])=[CH:20][CH:19]=4)[N:13]=[C:12]3[C:6]=2[CH:5]=1)(=[O:3])[CH3:2].CS(C)=O.S([O-])(O)=O.[Na+]>Br.C(O)(=O)C>[C:1]([C:4]1[S:25][C:7]2[CH2:8][CH2:9][CH2:10][C:11]3[C:12](=[N:13][N:14]([C:18]4[CH:19]=[CH:20][C:21]([Cl:24])=[CH:22][CH:23]=4)[C:15](=[O:17])[CH:16]=3)[C:6]=2[CH:5]=1)(=[O:3])[CH3:2] |f:2.3,4.5|. Procedure details: To a solution of 1.2 g of 9-acetyl-2-(4-chlorophenyl)-2,4,4a,5,6,7-hexahydro-3H-thieno-[2',3':6,7]cyclohepta[1,2-c]pyridazin-3-one in 15% hydrogen bromide-acetic acid solution was added 0.23 ml of dimethylsulfoxide at room temperature with stirring. After stirring at the same temperature for 15 minutes, the mixture was poured into 0.5% sodium hydrogensulfite solution and extracted with chloroform. The extract was washed with water, dried over anhydrous magnesium sulfate and concentrated. The res... Starting materials: O=C([O-])[O-], [Cl-], [Cs+], [Cs+], Fc1ccccc1CBr, Fc1cnc2[nH]nc(I)c2c1, [Na+], CN(C)C=O. Yields the product Fc1cnc2c(c1)c(I)nn2Cc1ccccc1F. Reaction SMILES: [C:21](=[O:22])([O-:23])[O-:24].[Cl-:28].[Cs+:25].[Cs+:26].[F:12][c:13]1[c:14]([CH2:15][Br:16])[cH:17][cH:18][cH:19][cH:20]1.[F:1][c:2]1[cH:3][c:4]2[c:5]([n:6][cH:7]1)[nH:8][n:9][c:10]2[I:11].[Na+:27].[O:29]=[CH:30][N:31]([CH3:32])[CH3:33]>>[F:1][c:2]1[cH:3][c:4]2[c:5]([n:6][cH:7]1)[n:8]([CH2:15][c:14]1[c:13]([F:12])[cH:20][cH:19][cH:18][cH:17]1)[n:9][c:10]2[I:11]. Reactants: C1CCOC1, CCOC(=O)COC1CCC2C3CCC4N(C)C(=O)CCC4(C)C3CCC12C, CO, [Na+], [OH-]. The product is CN1C(=O)CCC2(C)C3CCC4(C)C(OCC(=O)O)CCC4C3CCC12. Reaction SMILES: [CH2:31]1[O:32][CH2:33][CH2:34][CH2:35]1.[CH3:1][N:2]1[CH:3]2[CH2:4][CH2:5][CH:6]3[CH:7]4[CH2:8][CH2:9][CH:10]([O:22][CH2:23][C:24](=[O:25])[O:26][CH2:27][CH3:28])[C:11]4([CH3:12])[CH2:13][CH2:14][CH:15]3[C:16]2([CH3:21])[CH2:17][CH2:18][C:19]1=[O:20].[CH3:36][OH:37].[Na+:30].[OH-:29]>>[CH3:1][N:2]1[CH:3]2[CH2:4][CH2:5][CH:6]3[CH:7]4[CH2:8][CH2:9][CH:10]([O:22][CH2:23][C:24](=[O:25])[OH:26])[C:11]4([CH3:12])[CH2:13][CH2:14][CH:15]3[C:16]2([CH3:21])[CH2:17][CH2:18][C:19]1=[O:20]. Starting materials: NC1=NC(=NC=C1C1(CC1)C(=O)OCC)C1=NN(C2=NC=CC=C21)CC2=C(C=C(C=C2)F)F (Ethyl 1-{4-amino-2-[1-(2,4-difluorobenzyl)-1H-pyrazolo[3,4-b]pyridin-3-yl]pyrimidin-5-yl}cyclopropanecarboxylate), C(C)(=O)O (acetic acid), CC(C)([O-])C.[K+] (potassium tert-butoxide), O (Water). The solvent is C1CCOC1 (THF). Reaction conditions: time 2 hour. The product is FC1=C(CN2N=C(C=3C2=NC=CC3)C=3N=CC2=C(N3)NC(C23CC3)=O)C=CC(=C1)F (2′-[1-(2,4-Difluorobenzyl)-1H-pyrazolo[3,4-b]pyridin-3-yl]spiro[cyclopropane-1,5′-pyrrolo[2,3-d]pyrimidin]-6′(7′H)-one). As a reaction SMILES: [NH2:1][C:2]1[C:7]([C:8]2([C:11](OCC)=[O:12])[CH2:10][CH2:9]2)=[CH:6][N:5]=[C:4]([C:16]2[C:24]3[C:19](=[N:20][CH:21]=[CH:22][CH:23]=3)[N:18]([CH2:25][C:26]3[CH:31]=[CH:30][C:29]([F:32])=[CH:28][C:27]=3[F:33])[N:17]=2)[N:3]=1.CC(C)([O-])C.[K+].O.C(O)(=O)C>C1COCC1>[F:33][C:27]1[CH:28]=[C:29]([F:32])[CH:30]=[CH:31][C:26]=1[CH2:25][N:18]1[C:19]2=[N:20][CH:21]=[CH:22][CH:23]=[C:24]2[C:16]([C:4]2[N:5]=[CH:6][C:7]3[C:8]4([CH2:9][CH2:10]4)[C:11](=[O:12])[NH:1][C:2]=3[N:3]=2)=[N:17]1 |f:1.2|. Procedure details: The intermediate from Step b) was taken up in 20 ml of THF, 109 mg (0.974 mmol) of potassium tert-butoxide were added under an atmosphere of argon and the mixture was stirred at RT for 2 h. Water was added, and the pH of the reaction mixture was adjusted to pH=5 with acetic acid. The mixture was stirred at RT for 10 min and the mixture was extracted with ethyl acetate. The combined organic phases were dried over sodium sulphate and concentrated on a rotary evaporator. The residue was purified by...